describe an organic reaction: reactants, conditions, products, and yield From a dataset of the Open Reaction Database (ORD), a public repository of structured organic reaction records. The product is COC=1C=C2C(=C(/C(/C2=CC1)=C/C1=CC=C(C=C1)S(=O)(=O)C)C)CCO ((Z)-5-Methoxy-2-methyl-1-(4-methylsulfonylbenzylidene)-1H-3-indenyl-(2-hydroxy)ethane). The solvent is C1CCOC1 (THF), C1CCOC1 (THF). Procedure: Lithium borohydride (1.38 mmol) in THF (2 ml) is added to a solution of (Z)-5-methoxy-2-methyl-1-(4-methylsulfonylbenzylidene)-3-indenylacetyl chloride (2.78 mmol) in THF (20 ml) at 0° C. The reaction is quenched with HCl (10%, aqueous, 30 ml) after 5 minutes. Ethyl acetate (50 ml) is added to extract the product. As a reaction SMILES: [BH4-].[Li+].[CH3:3][O:4][C:5]1[CH:6]=[C:7]2[C:11](=[CH:12][CH:13]=1)/[C:10](=[CH:14]\[C:15]1[CH:20]=[CH:19][C:18]([S:21]([CH3:24])(=[O:23])=[O:22])=[CH:17][CH:16]=1)/[C:9]([CH3:25])=[C:8]2[CH2:26][C:27](Cl)=[O:28]>C1COCC1>[CH3:3][O:4][C:5]1[CH:6]=[C:7]2[C:11](=[CH:12][CH:13]=1)/[C:10](=[CH:14]\[C:15]1[CH:20]=[CH:19][C:18]([S:21]([CH3:24])(=[O:22])=[O:23])=[CH:17][CH:16]=1)/[C:9]([CH3:25])=[C:8]2[CH2:26][CH2:27][OH:28] |f:0.1|. Reactants: [BH4-].[Li+] (Lithium borohydride), COC=1C=C2C(=C(/C(/C2=CC1)=C/C1=CC=C(C=C1)S(=O)(=O)C)C)CC(=O)Cl ((Z)-5-methoxy-2-methyl-1-(4-methylsulfonylbenzylidene)-3-indenylacetyl chloride). Yields the product Cc1ccc(CC(=O)NCc2cccc3c2C(=O)N(C2CCC(=O)NC2=O)C3=O)cc1F. Reaction SMILES: [CH3:47][N:48]([CH3:49])[CH2:50][CH2:51][CH2:52][N:53]=[C:54]=[N:55][CH2:56][CH3:57].[CH3:58][C:59]#[N:60].[ClH:1].[ClH:46].[F:34][c:35]1[cH:36][c:37]([CH2:42][C:43](=[O:44])[OH:45])[cH:38][cH:39][c:40]1[CH3:41].[N:23]12[CH2:24][CH2:25][CH2:26][N:27]=[C:28]1[CH2:29][CH2:30][CH2:31][CH2:32][CH2:33]2.[NH2:2][CH2:3][c:4]1[c:5]2[c:9]([cH:10][cH:11][cH:12]1)[C:8](=[O:13])[N:7]([CH:14]1[C:15](=[O:21])[NH:16][C:17](=[O:20])[CH2:18][CH2:19]1)[C:6]2=[O:22]>>[NH:2]([CH2:3][c:4]1[c:5]2[c:9]([cH:10][cH:11][cH:12]1)[C:8](=[O:13])[N:7]([CH:14]1[C:15](=[O:21])[NH:16][C:17](=[O:20])[CH2:18][CH2:19]1)[C:6]2=[O:22])[C:43]([CH2:42][c:37]1[cH:36][c:35]([F:34])[c:40]([CH3:41])[cH:39][cH:38]1)=[O:44]. Starting materials: CCN=C=NCCCN(C)C, CC#N, Cl, Cl, Cc1ccc(CC(=O)O)cc1F, C1CCC2=NCCCN2CC1, NCc1cccc2c1C(=O)N(C1CCC(=O)NC1=O)C2=O. The reactants are COC1=C2C=CC(=O)OC2=CC3=C1C=CO3 (5-methoxy-psoralen), C1(O)=CC(O)=CC(O)=C1 (phloroglucinol), C1(O)=CC(O)=CC(O)=C1 (phloroglucinol). Product: COC1=CC(O)=CC(O)=C1 (phloroglucinol mono-methyl ether). As a reaction SMILES: [CH3:1][O:2][C:3]1[C:13]2C=C[O:16][C:12]=2[CH:11]=[C:10]2[C:4]=1C=CC([O:9]2)=O.C1(C=C(O)C=C(O)C=1)O>>[CH3:1][O:2][C:3]1[CH:13]=[C:12]([OH:16])[CH:11]=[C:10]([OH:9])[CH:4]=1. Reported procedure: The present invention also relates to a new synthesis of 5-methoxy-psoralen of the formula: ##STR3## starting from phloroglucinol of the formula: ##STR4## In this synthesis the phloroglucinol is methylated to obtain phloroglucinol mono-methyl ether, which is in turn cyclicized to obtain 6-hydroxy-4-methoxy-3-coumaranone; the coumaranone is reduced in one step to obtain 6-hydroxy-4-methoxy coumaran; the coumaran is then cyclicized to obtain 3,4,4',5'-tetrahydro-5 methoxy psoralen; and that produc... Procedure: A solution of (3R,4S)-3-acetamido-N-tert-butyl-4-(3-(4,4,5,5-tetramethyl-1,3,2-dioxaborolan-2-yl)propyl)pyrrolidine-3-carboxamide (198 mg, 0.5 mmol) in 2:1:1 concentrated HCl:glacial acetic acid:water (8 mL) in a pressure bottle was stirred for 2 h at 60° C., then capped and stirred for 18 h at 130° C., cooled to room temperature, and uncapped. The solution was diluted with water (20 mL), then extracted with methylene chloride (20 mL) and concentrated. The residue was treated with water (20 mL) ... Product: N[C@]1(CNC[C@@H]1CCCB(O)O)C(=O)O ((3R,4S)-3-amino-4-(3-boronopropyl)pyrrolidine-3-carboxylic acid). The solvent is O (water), O (water). Reaction conditions: temperature 130 celsius, time 18 hour. Isolated yield 79.0%. Starting materials: C(C)(=O)N[C@]1(CNC[C@@H]1CCCB1OC(C(O1)(C)C)(C)C)C(=O)NC(C)(C)C ((3R,4S)-3-acetamido-N-tert-butyl-4-(3-(4,4,5,5-tetramethyl-1,3,2-dioxaborolan-2-yl)propyl)pyrrolidine-3-carboxamide), Cl (HCl), C(C)(=O)O (acetic acid). As a reaction SMILES: C([NH:4][C@:5]1([C:22](NC(C)(C)C)=[O:23])[C@@H:9]([CH2:10][CH2:11][CH2:12][B:13]2[O:17]C(C)(C)C(C)(C)[O:14]2)[CH2:8][NH:7][CH2:6]1)(=O)C.Cl.C(O)(=[O:32])C>O>[NH2:4][C@:5]1([C:22]([OH:23])=[O:32])[C@@H:9]([CH2:10][CH2:11][CH2:12][B:13]([OH:14])[OH:17])[CH2:8][NH:7][CH2:6]1. The reactants are C(C1=CC=CC=C1)OC(=O)NC1CC(CCC1)C(=O)O (3-benzyloxycarbonylamino-cyclohexanecarboxylic acid), NC=1C(N(C2=CC=CC=C2C1N)C)=O (3,4-diamino-1-methyl-1H-quinolin-2-one), TEA, C=1C=CC2=C(C1)N=NN2O (HOBt). Product: C(C1=CC=CC=C1)OC(NC1CC(CCC1)C(NC=1C(N(C2=CC=CC=C2C1N)C)=O)=O)=O ([3-(4-amino-1-methyl-2-oxo-1,2-dihydro-quinolin-3-ylcarbamoyl)-cyclohexyl]-carbamic acid benzyl ester). Isolated yield 23.2%. RXN SMILES: [CH2:1]([O:8][C:9]([NH:11][CH:12]1[CH2:17][CH2:16][CH2:15][CH:14]([C:18]([OH:20])=O)[CH2:13]1)=[O:10])[C:2]1[CH:7]=[CH:6][CH:5]=[CH:4][CH:3]=1.C1C=CC2N(O)N=NC=2C=1.[NH2:31][C:32]1[C:33](=[O:44])[N:34]([CH3:43])[C:35]2[C:40]([C:41]=1[NH2:42])=[CH:39][CH:38]=[CH:37][CH:36]=2>>[CH2:1]([O:8][C:9](=[O:10])[NH:11][CH:12]1[CH2:17][CH2:16][CH2:15][CH:14]([C:18](=[O:20])[NH:31][C:32]2[C:33](=[O:44])[N:34]([CH3:43])[C:35]3[C:40]([C:41]=2[NH2:42])=[CH:39][CH:38]=[CH:37][CH:36]=3)[CH2:13]1)[C:2]1[CH:3]=[CH:4][CH:5]=[CH:6][CH:7]=1. Procedure details: Following procedure described for example 3, step C, 3-benzyloxycarbonylamino-cyclohexanecarboxylic acid (0.586 g, 2.11 mmol), TEA (0.21 g, 2.11 mmol), HOBt (0.286 g, 2.11 mmol), and 3,4-diamino-1-methyl-1H-quinolin-2-one (0.40 g, 2.11 mmol) were reacted to give crude amide. Column chromatography purification of the crude product resulted in pure [3-(4-amino-1-methyl-2-oxo-1,2-dihydro-quinolin-3-ylcarbamoyl)-cyclohexyl]-carbamic acid benzyl ester (0.22 g, 23% yield). 1H-NMR (CDCl3): δ 8.14 (m, 1... The reactants are BrC=1C=2N(C=NC1)C=C(N2)CC (8-Bromo-2-ethylimidazo[1,2-c]pyrimidine), P(=O)(Cl)(Cl)Cl (phosphorus oxychloride), CN(C=O)C (N,N-dimethylformamide). Run at time 1 day. Product: BrC=1C=2N(C=NC1)C(=C(N2)CC)C=O (8-Bromo-2-ethylimidazo[1,2-c]pyrimidine-3-carbaldehyde). Reaction SMILES: [Br:1][C:2]1[C:3]2[N:4]([CH:8]=[C:9]([CH2:11][CH3:12])[N:10]=2)[CH:5]=[N:6][CH:7]=1.P(Cl)(Cl)(Cl)=O.CN(C)[CH:20]=[O:21]>>[Br:1][C:2]1[C:3]2[N:4]([C:8]([CH:20]=[O:21])=[C:9]([CH2:11][CH3:12])[N:10]=2)[CH:5]=[N:6][CH:7]=1. Procedure details: 8-Bromo-2-ethylimidazo[1,2-c]pyrimidine (1.0 g) was added to a mixture of phosphorus oxychloride (1.2 mL) and N,N-dimethylformamide (4.4 mL) at room temperature. The mixture was heated under stirring as it was at 80° C. for 1 day. After cooled to room temperature, it was poured slowly on ice. The material was extracted with ethyl acetate and washed with water, and the solvent was evaporated. The resulting residue was purified by silica gel column chromatography (ethyl acetate:n-hexane=1:5) to gi... Reactants: FC1=CC=C2C(=CNC2=C1)C1CCN(CC1)CCCCN (6-fluoro-3-(1-(4-aminobutyl)-4-piperidyl)indole), Cl.N1(N=CC=C1)C(=N)N (lH-pyrazole-1-carboxamidine hydrochloride), C(C(C)C)N(CC)CC(C)C (diisobutylethylamine). The solvent is CN(C)C=O (DMF). Conditions: time 8 hour. The product is Cl.FC1=CC=C2C(=CNC2=C1)C1CCN(CC1)CCCCNC(=N)N (6-Fluoro-3-(1-(4-Guanidinobutyl)-4-piperidyl)indole Hydrochloride). Isolated yield 72.1%. Reaction SMILES: [F:1][C:2]1[CH:10]=[C:9]2[C:5]([C:6]([CH:11]3[CH2:16][CH2:15][N:14]([CH2:17][CH2:18][CH2:19][CH2:20][NH2:21])[CH2:13][CH2:12]3)=[CH:7][NH:8]2)=[CH:4][CH:3]=1.[ClH:22].[N:23]1([C:28](N)=[NH:29])C=CC=N1.C(N(CC(C)C)CC)C(C)C>CN(C=O)C>[ClH:22].[F:1][C:2]1[CH:10]=[C:9]2[C:5]([C:6]([CH:11]3[CH2:12][CH2:13][N:14]([CH2:17][CH2:18][CH2:19][CH2:20][NH:21][C:28]([NH2:29])=[NH:23])[CH2:15][CH2:16]3)=[CH:7][NH:8]2)=[CH:4][CH:3]=1 |f:1.2,5.6|. Procedure: To a solution of 6-fluoro-3-(1-(3-cyanopropyl)-4-piperidyl)indole (453 mg, 1.6 mmol) in ethanol (30 mL) was added platinum oxide (110 mg) and a concentrated hydrochloric acid (0.8 mL), and the resulting mixture was stirred under hydrogen atmosphere at room temperature overnight. After filtrating the reaction mixture through Celite, the filtrate was concentrated, and a saturated aqueous sodium hydrogencarbonate was added to pH of 10, and the resulting mixture was extracted with chloroform. After ...